From a dataset of the Open Reaction Database (ORD), a public repository of structured organic reaction records. describe an organic reaction: reactants, conditions, products, and yield Starting materials: C1CCOC1, Cc1ccncc1N, C[Si](C)(C)[N-][Si](C)(C)C, CCOC(C)=O, O=[N+]([O-])c1ccccc1F, [Li+]. Yields the product Cc1ccncc1Nc1ccccc1[N+](=O)[O-]. As a reaction SMILES: [CH2:29]1[O:30][CH2:31][CH2:32][CH2:33]1.[CH3:11][c:12]1[c:13]([NH2:18])[cH:14][n:15][cH:16][cH:17]1.[CH3:2][Si:3]([N-:4][Si:5]([CH3:6])([CH3:7])[CH3:8])([CH3:9])[CH3:10].[CH3:34][CH2:35][O:36][C:37](=[O:38])[CH3:39].[F:19][c:20]1[c:21]([N+:26](=[O:27])[O-:28])[cH:22][cH:23][cH:24][cH:25]1.[Li+:1]>>[CH3:11][c:12]1[c:13]([NH:18][c:20]2[c:21]([N+:26](=[O:27])[O-:28])[cH:22][cH:23][cH:24][cH:25]2)[cH:14][n:15][cH:16][cH:17]1.